The task is: describe an organic reaction: reactants, conditions, products, and yield. This data is from the Open Reaction Database (ORD), a public repository of structured organic reaction records. As a reaction SMILES: [C:1](Cl)(=[O:8])[C:2]1C=CC=C[CH:3]=1.[OH:10][C:11]1[C:16]2[CH:17]=[CH:18][CH:19]=[CH:20][C:15]=2[S:14](=[O:22])(=[O:21])[N:13]([CH3:23])[C:12]=1[C:24]1[O:28][C:27]([C:29]2[CH:34]=[CH:33][CH:32]=[CH:31][CH:30]=2)=[N:26][N:25]=1>>[CH3:23][N:13]1[C:12]([C:24]2[O:28][C:27]([C:29]3[CH:30]=[CH:31][CH:32]=[CH:33][CH:34]=3)=[N:26][N:25]=2)=[C:11]([O:10][C:1](=[O:8])[CH2:2][CH3:3])[C:16]2[CH:17]=[CH:18][CH:19]=[CH:20][C:15]=2[S:14]1(=[O:21])=[O:22]. Reactants: C(C1=CC=CC=C1)(=O)Cl (benzoyl chloride), OC1=C(N(S(C2=C1C=CC=C2)(=O)=O)C)C2=NN=C(O2)C2=CC=CC=C2 (4-hydroxy-2-methyl-3-(2-phenyl-1,3,4-oxadiazol-5-yl)-1,2-benzothiazine 1,1-dioxide). Reported procedure: Following the procedures of Example 5, but substituting propionyl chloride for benzoyl chloride, 4-hydroxy-2-methyl-3-(2-phenyl-1,3,4-oxadiazol-5-yl)-1,2-benzothiazine 1,1-dioxide was acylated to give the title product. The product is CN1S(C2=C(C(=C1C1=NN=C(O1)C1=CC=CC=C1)OC(CC)=O)C=CC=C2)(=O)=O (2-Methyl-3-(2-phenyl-1,3,4-oxadiazol-5-yl)-4-propionyloxy-1,2-benzothiazine 1,1-Dioxide). Reactants: CCO, Cl, NN, CS(=O)(=O)Nc1ccc(OCCCN2C(=O)c3ccccc3C2=O)cc1, O. The product is CS(=O)(=O)Nc1ccc(OCCCN)cc1. RXN SMILES: [CH3:31][CH2:32][OH:33].[ClH:30].[NH2:28][NH2:29].[O:1]=[C:2]1[N:3]([CH2:12][CH2:13][CH2:14][O:15][c:16]2[cH:17][cH:18][c:19]([NH:22][S:23](=[O:24])(=[O:25])[CH3:26])[cH:20][cH:21]2)[C:10](=[O:11])[c:5]2[c:4]1[cH:9][cH:8][cH:7][cH:6]2.[OH2:27]>>[NH2:3][CH2:12][CH2:13][CH2:14][O:15][c:16]1[cH:17][cH:18][c:19]([NH:22][S:23](=[O:24])(=[O:25])[CH3:26])[cH:20][cH:21]1. The reactants are C(C)OC(C1=CC=C(C=C1)OCCCCCCC1=C(C(=CC=C1)OCC1=CC=CC=C1)OCC1=CC=CC=C1)=O (4-[6-[2,3-bis(phenylmethoxy)phenyl]hexyloxy]benzoic acid ethyl ester), [H][H] (hydrogen). Reagents/catalysts: [Pd] (palladium on carbon). The solvent is C(C)(=O)OCC (ethyl acetate). Yields the product C(C)OC(C1=CC=C(C=C1)OCCCCCCC1=C(C(=CC=C1)O)O)=O (4-[6-(2,3-dihydroxyphenyl)hexyloxy]benzoic acid ethyl ester). Yield: 85.0%. RXN SMILES: [CH2:1]([O:3][C:4](=[O:40])[C:5]1[CH:10]=[CH:9][C:8]([O:11][CH2:12][CH2:13][CH2:14][CH2:15][CH2:16][CH2:17][C:18]2[CH:23]=[CH:22][CH:21]=[C:20]([O:24]CC3C=CC=CC=3)[C:19]=2[O:32]CC2C=CC=CC=2)=[CH:7][CH:6]=1)[CH3:2].[H][H]>C(OCC)(=O)C.[Pd]>[CH2:1]([O:3][C:4](=[O:40])[C:5]1[CH:6]=[CH:7][C:8]([O:11][CH2:12][CH2:13][CH2:14][CH2:15][CH2:16][CH2:17][C:18]2[CH:23]=[CH:22][CH:21]=[C:20]([OH:24])[C:19]=2[OH:32])=[CH:9][CH:10]=1)[CH3:2]. Procedure: A solution of 2.3 g of 4-[6-[2,3-bis(phenylmethoxy)phenyl]hexyloxy]benzoic acid ethyl ester in 50 mL of ethyl acetate and 0.3 g of 10% palladium on carbon was stirred in a hydrogen atmosphere for 22 hours. The reaction mixture was filtered through Celite and the filtrate was concentrated under reduced pressure to a solid. Recrystallization from ethyl acetate-hexane gave 1.3 g, mp 45°-47°, (85% yield) to 4-[6-(2,3-dihydroxyphenyl)hexyloxy]benzoic acid ethyl ester. The reactants are [Si](C)(C)(C(C)(C)C)OCC=1C=C(C=CC1CO[Si](C)(C)C(C)(C)C)CCC=1C=C(C=CC1)/C(=C/CO)/CC ((E)-3-(3-{2-[3,4-bis(tert-butyldimethylsilanyloxymethyl)phenyl]ethyl}phenyl)pent-2-en-1-ol). Reagents/catalysts: [O-2].[O-2].[Mn+4] (manganese dioxide). Run in ClCCl (dichloromethane). Reaction conditions: time 12 hour. Yields the product [Si](C)(C)(C(C)(C)C)OCC=1C=C(C=CC1CO[Si](C)(C)C(C)(C)C)CCC=1C=C(C=CC1)/C(=C/C=O)/CC ((E)-3-(3-{2-[3,4-Bis(tert-butyldimethylsilanyloxy-methyl)phenyl]ethyl}phenyl)pent-2-enal). RXN SMILES: [Si:1]([O:8][CH2:9][C:10]1[CH:11]=[C:12]([CH2:25][CH2:26][C:27]2[CH:28]=[C:29](/[C:33](/[CH2:37][CH3:38])=[CH:34]/[CH2:35][OH:36])[CH:30]=[CH:31][CH:32]=2)[CH:13]=[CH:14][C:15]=1[CH2:16][O:17][Si:18]([C:21]([CH3:24])([CH3:23])[CH3:22])([CH3:20])[CH3:19])([C:4]([CH3:7])([CH3:6])[CH3:5])([CH3:3])[CH3:2]>ClCCl.[O-2].[O-2].[Mn+4]>[Si:1]([O:8][CH2:9][C:10]1[CH:11]=[C:12]([CH2:25][CH2:26][C:27]2[CH:28]=[C:29](/[C:33](/[CH2:37][CH3:38])=[CH:34]/[CH:35]=[O:36])[CH:30]=[CH:31][CH:32]=2)[CH:13]=[CH:14][C:15]=1[CH2:16][O:17][Si:18]([C:21]([CH3:23])([CH3:24])[CH3:22])([CH3:20])[CH3:19])([C:4]([CH3:7])([CH3:6])[CH3:5])([CH3:3])[CH3:2] |f:2.3.4|. Procedure details: 2.8 g (5 mmol) of (E)-3-(3-{2-[3,4-bis(tert-butyldimethylsilanyloxymethyl)phenyl]ethyl}phenyl)pent-2-en-1-ol are dissolved in 50 ml of dichloromethane. 4.3 g (50 mmol) of manganese dioxide are added, and the reaction medium is stirred for 12 hours, then filtered and concentrated under reduced pressure. The desired product is obtained in the form of yellow oil (m=2.8 g; Y=100%). Reactants: C(C)(=O)OC(C)=O (acetic anhydride), OCCC1CC(NCC1)C(=O)OCC (ethyl 4-(2-hydroxyethyl)-piperidine-2-carboxylate). Run in N1=CC=CC=C1 (pyridine). Run at time 30 minute. Yields the product C(C)(=O)N1[C@H](C[C@@H](CC1)CCO)C(=O)OCC (trans ethyl 1-acetyl-4-(2-hydroxyethyl)-piperidine-2-carboxylate). RXN SMILES: [C:1](OC(=O)C)(=[O:3])[CH3:2].[OH:8][CH2:9][CH2:10][CH:11]1[CH2:16][CH2:15][NH:14][CH:13]([C:17]([O:19][CH2:20][CH3:21])=[O:18])[CH2:12]1>N1C=CC=CC=1>[C:1]([N:14]1[CH2:15][CH2:16][C@@H:11]([CH2:10][CH2:9][OH:8])[CH2:12][C@@H:13]1[C:17]([O:19][CH2:20][CH3:21])=[O:18])(=[O:3])[CH3:2]. Procedure details: At 0°, 9.4 ml acetic anhydride is added to a stirred solution of 13.5 g of ethyl 4-(2-hydroxyethyl)-piperidine-2-carboxylate in 75 ml pyridine. After stirring at room temperature for 30 minutes the solution is concentrated in vacuo and ethyl acetate (300 ml) is added; the solution is washed twice with 2N hydrochloric acid, once with water and once with saturated sodium bicarbonate, dried over sodium sulfate, filtered and concentrated in vacuo. The residue is dissolved in 100 ml ethanol, 5 g of p...